Dataset: the Open Reaction Database (ORD), a public repository of structured organic reaction records. Task: describe an organic reaction: reactants, conditions, products, and yield Reported procedure: 5,5'-[(1,2-dioxo-1,2-ethanediyl)diimino]bis-1H-indole-2-carboxylic acid diethyl ester (220 mg, 0.48 mM) is suspended in pyridine (9 mL) and treated with 1N NaOH (1.5 mL). The milky mixture is heated to 60° C. under nitrogen. After 24 hrs N NaOH again added (1 mL) and the reaction heated another 3 hrs. The reaction is then neutralized by the addition of 1N HCl (2.5 mL) and concentrated to one-half volume at less than 20 torr. The residue is then treated with 1N HCl (50 mL) and centrifuged giving ... The solvent is N1=CC=CC=C1 (pyridine). The reactants are C(C)OC(=O)C=1NC2=CC=C(C=C2C1)NC(C(=O)NC=1C=C2C=C(NC2=CC1)C(=O)OCC)=O (5,5'-[(1,2-dioxo-1,2-ethanediyl)diimino]bis-1H-indole-2-carboxylic acid diethyl ester), Cl (HCl), [OH-].[Na+] (NaOH), [OH-].[Na+] (NaOH). Yields the product O=C(C(=O)NC=1C=C2C=C(NC2=CC1)C(=O)O)NC=1C=C2C=C(NC2=CC1)C(=O)O (5,5'-[(1,2-dioxo-1,2-ethanediyl)diimino]bis-1H-indole-2-carboxylic acid). Reaction conditions: temperature 60 celsius. The yield is 76.6%. As a reaction SMILES: C([O:3][C:4]([C:6]1[NH:7][C:8]2[C:13]([CH:14]=1)=[CH:12][C:11]([NH:15][C:16](=[O:34])[C:17]([NH:19][C:20]1[CH:21]=[C:22]3[C:26](=[CH:27][CH:28]=1)[NH:25][C:24]([C:29]([O:31]CC)=[O:30])=[CH:23]3)=[O:18])=[CH:10][CH:9]=2)=[O:5])C.[OH-].[Na+].Cl>N1C=CC=CC=1>[O:34]=[C:16]([NH:15][C:11]1[CH:12]=[C:13]2[C:8](=[CH:9][CH:10]=1)[NH:7][C:6]([C:4]([OH:5])=[O:3])=[CH:14]2)[C:17]([NH:19][C:20]1[CH:21]=[C:22]2[C:26](=[CH:27][CH:28]=1)[NH:25][C:24]([C:29]([OH:31])=[O:30])=[CH:23]2)=[O:18] |f:1.2|. Reactants: NC1=C(C(=O)C2=CC=CC=C2)C=C(C=C1)Cl (2-amino-5-chlorobenzophenone), NC=1C(=NC=CC1)Cl (3-amino-2-chloropyridine), C(Cl)Cl (methylene chloride). Solvent: C(C)O (ethanol). Run at temperature 200 celsius, time 1 hour. The product is ClC=1C=CC2=C(C(=NC3=C(N2)N=CC=C3)C3=CC=CC=C3)C1 (8-Chloro-6-phenyl-11H-pyrido[2,3-b][1,4]benzodiazepine). The yield is 15.2%. RXN SMILES: [NH2:1][C:2]1[CH:15]=[CH:14][C:13]([Cl:16])=[CH:12][C:3]=1[C:4]([C:6]1[CH:11]=[CH:10][CH:9]=[CH:8][CH:7]=1)=O.[NH2:17][C:18]1[C:19](Cl)=[N:20][CH:21]=[CH:22][CH:23]=1.C(Cl)Cl>C(O)C>[Cl:16][C:13]1[CH:14]=[CH:15][C:2]2[NH:1][C:19]3[N:20]=[CH:21][CH:22]=[CH:23][C:18]=3[N:17]=[C:4]([C:6]3[CH:11]=[CH:10][CH:9]=[CH:8][CH:7]=3)[C:3]=2[CH:12]=1. Procedure details: A mixture of 15.0 g (0.0647 mole) of 2-amino-5-chlorobenzophenone and 9.1 g (0.068 mole) of 3-amino-2-chloropyridine was heated at 200° C. (in an oil bath) for 0.75 hr under nitrogen atmosphere. The mixture was cooled and methylene chloride added. The mixture was stirred for 1 hr then allowed to stand overnight. Brown solid precipitate weighing 8.7 g was separated by filtration. The filtrate was evaporated under reduced pressure. The residue was combined with the brown solid and partitioned with...